Dataset: the Open Reaction Database (ORD), a public repository of structured organic reaction records. Task: describe an organic reaction: reactants, conditions, products, and yield The reactants are BrC=1C(=NC(=NC1)Cl)Cl (5-bromo-2,4-dichloro-pyrimidine), NC(CNC(OC(C)(C)C)=O)(C)C (tert-butyl N-(2-amino-2-methyl-propyl)carbamate), BrC=1C(=NC(=NC1)Cl)NC(CNC(OC(C)(C)C)=O)C(C)C (tert-butyl N-[2-[(5-bromo-2-chloro-pyrimidin-4-yl)amino]-3-methyl-butyl]carbamate). Procedure: tert-butyl N-[2-[(5-bromo-2-chloro-pyrimidin-4-yl)amino]-2-methyl-propyl]carbamate was synthesized using 5-bromo-2,4-dichloro-pyrimidine and tert-butyl N-(2-amino-2-methyl-propyl)carbamate using analogous reaction conditions as described for tert-butyl N-[2-[(5-bromo-2-chloro-pyrimidin-4-yl)amino]-3-methyl-butyl]carbamate. LCMS (ESI) 379 (M+H). The product is BrC=1C(=NC(=NC1)Cl)NC(CNC(OC(C)(C)C)=O)(C)C (tert-butyl N-[2-[(5-bromo-2-chloro-pyrimidin-4-yl)amino]-2-methyl-propyl]carbamate). Reaction SMILES: [Br:1][C:2]1[C:3](Cl)=[N:4][C:5]([Cl:8])=[N:6][CH:7]=1.[NH2:10][C:11]([CH3:22])([CH3:21])[CH2:12][NH:13][C:14](=[O:20])[O:15][C:16]([CH3:19])([CH3:18])[CH3:17].BrC1C(NC(C(C)C)CNC(=O)OC(C)(C)C)=NC(Cl)=NC=1>>[Br:1][C:2]1[C:3]([NH:10][C:11]([CH3:22])([CH3:21])[CH2:12][NH:13][C:14](=[O:20])[O:15][C:16]([CH3:18])([CH3:17])[CH3:19])=[N:4][C:5]([Cl:8])=[N:6][CH:7]=1.